Dataset: the Open Reaction Database (ORD), a public repository of structured organic reaction records. Task: describe an organic reaction: reactants, conditions, products, and yield The reactants are [Br-].[NH4+] (ammonium bromide), CC1=CC=C(C=C1)S(=O)(=O)OC1=NN(C(C1)C(NC1=C(C=C(C=C1)Cl)C(NC(C)C1CC1)=O)=O)C1=NC=CC=C1Cl (5-(4-chloro-2-(1-cyclopropylethylcarbamoyl)phenylcarbamoyl)-1-(3-chloropyridin-2-yl)-4,5-dihydro-1H-pyrazol-3-yl 4-methylbenzenesulfonate), CN(C=O)C (N,N-dimethylformamide). Solvent: O (water). Run at temperature 93 celsius. Product: BrC1=NN(C(C1)C(=O)NC1=C(C=C(C=C1)Cl)C(NC(C)C1CC1)=O)C1=NC=CC=C1Cl (3-bromo-N-(4-chloro-2-(1-cyclopropylethylcarbamoyl)phenyl)-1-(3-chloropyridin-2-yl)-4,5-dihydro-1H-pyrazole-5-carboxamide). Isolated yield 12.9%. RXN SMILES: [Br-:1].[NH4+].CC1C=CC(S(O[C:14]2[CH2:18][CH:17]([C:19](=[O:36])[NH:20][C:21]3[CH:26]=[CH:25][C:24]([Cl:27])=[CH:23][C:22]=3[C:28](=[O:35])[NH:29][CH:30]([CH:32]3[CH2:34][CH2:33]3)[CH3:31])[N:16]([C:37]3[C:42]([Cl:43])=[CH:41][CH:40]=[CH:39][N:38]=3)[N:15]=2)(=O)=O)=CC=1.CN(C)C=O>O>[Br:1][C:14]1[CH2:18][CH:17]([C:19]([NH:20][C:21]2[CH:26]=[CH:25][C:24]([Cl:27])=[CH:23][C:22]=2[C:28](=[O:35])[NH:29][CH:30]([CH:32]2[CH2:34][CH2:33]2)[CH3:31])=[O:36])[N:16]([C:37]2[C:42]([Cl:43])=[CH:41][CH:40]=[CH:39][N:38]=2)[N:15]=1 |f:0.1|. Procedure: 0.54 g of ammonium bromide was added to a mixed liquid comprising 1.0 g of 5-(4-chloro-2-(1-cyclopropylethylcarbamoyl)phenylcarbamoyl)-1-(3-chloropyridin-2-yl)-4,5-dihydro-1H-pyrazol-3-yl 4-methylbenzenesulfonate and 25 ml of N,N-dimethylformamide, followed by heating to 93° C. One hour later, the reaction liquid was poured to 50 ml of water, followed by extraction with diethyl ether. The organic layer was washed with a saturated sodium chloride aqueous solution and dried over anhydrous sodium s... Yields the product Nc1ncnc2[nH]nc(I)c12. Starting materials: CN(C)C=O, O=C1CCC(=O)N1I, Nc1ncnc2[nH]ncc12, O. Reaction SMILES: [CH3:20][N:21]([CH3:22])[CH:23]=[O:24].[I:11][N:12]1[C:13](=[O:14])[CH2:15][CH2:16][C:17]1=[O:18].[NH2:1][c:2]1[c:3]2[c:4]([n:5][cH:6][n:7]1)[nH:8][n:9][cH:10]2.[OH2:19]>>[NH2:1][c:2]1[c:3]2[c:4]([n:5][cH:6][n:7]1)[nH:8][n:9][c:10]2[I:11]. Procedure: A mixture of 5-methyl-2-nitrobenzoic acid (10 g, 55.2 mmol) and oxalyl chloride (6 mL, 68.8 mmol) in 100 mL of methylene chloride was stirred under argon at room temperature for 2 hours. The mixture was concentrated and the residue was co-evaporated twice with toluene. The residue was dissolved in 60 mL of dioxane and the solution was added dropwise to a mixture of aqueous dimethylamine (8.2 g, 40% w/w, 72.7 mmol) and sodium hydroxide (2.2 g, 55 mmol) in 20 mL of dioxane at 0° C. The mixture was... The product is CN(C(C1=C(C=CC(=C1)C)[N+](=O)[O-])=O)C (N,N,5-trimethyl-2-nitrobenzamide). Run in O (water), C(Cl)Cl (methylene chloride), O1CCOCC1 (dioxane). The reactants are CC=1C=CC(=C(C(=O)O)C1)[N+](=O)[O-] (5-methyl-2-nitrobenzoic acid), C(C(=O)Cl)(=O)Cl (oxalyl chloride), CNC (dimethylamine), [OH-].[Na+] (sodium hydroxide). Run at time 2 hour. As a reaction SMILES: [CH3:1][C:2]1[CH:3]=[CH:4][C:5]([N+:11]([O-:13])=[O:12])=[C:6]([CH:10]=1)[C:7](O)=[O:8].C(Cl)(=O)C(Cl)=O.[CH3:20][NH:21][CH3:22].[OH-].[Na+]>C(Cl)Cl.O1CCOCC1.O>[CH3:20][N:21]([CH3:22])[C:7](=[O:8])[C:6]1[CH:10]=[C:2]([CH3:1])[CH:3]=[CH:4][C:5]=1[N+:11]([O-:13])=[O:12] |f:3.4|. Yield: 95.7%. Reactants: O=C(CC#N)C1=CC=CC=C1 (3-oxo-3-phenylpropionitrile), NN (hydrazine), O=C(CC(=O)OC)CC (methyl 3-oxovalerate). Solvent: C(C)(=O)O (acetic acid). The product is NC1=NNC(=C1)C1=CC=CC=C1 (3-amino-5-phenylpyrazole). Reaction SMILES: O=[C:2]([C:6]1[CH:11]=[CH:10][CH:9]=[CH:8][CH:7]=1)[CH2:3][C:4]#[N:5].[NH2:12][NH2:13].O=C(CC)CC(OC)=O>C(O)(=O)C>[NH2:5][C:4]1[CH:3]=[C:2]([C:6]2[CH:11]=[CH:10][CH:9]=[CH:8][CH:7]=2)[NH:13][N:12]=1. Procedure: 4.9 g (30.8 mmol) 3-amino-5-phenylpyrazole, which was prepared from 3-oxo-3-phenylpropionitrile and hydrazine (M. H. Elnagdi, M. R. H. Elmoghayar, G. E. H. Elgemeie, Synthesis 1984, 1), and 4.0 g (30.7 mmol) methyl 3-oxovalerate were heated for 70 min in 10 ml acetic acid. The title compound precipitated in colorless needles from the mixture upon cooling, which were filtered by suction, washed with water, and recrystallized from ethanol, m.p. 316°-318° C. The reactants are O (H2O), C(=O)([O-])[O-].[K+].[K+] (K2CO3), FC(C(=O)O)(F)F.FC(C(=O)O)(F)F.N1CCC(CC1)N1CCN(CC1)C(=O)OCC1=CC=CC=C1 (phenylmethyl 4-(4-piperidinyl)-1-piperazinecarboxylate bis(trifluoroacetate) salt), COC1=C(C=C(C(=C1)F)C)[N+](=O)[O-] (5-Fluoro-4-methyl-2-nitrophenyl methyl ether). The solvent is CS(=O)C (DMSO). Run at time 8 hour. Yields the product CC1=C(C=C(C(=C1)[N+](=O)[O-])OC)N1CCC(CC1)N1CCN(CC1)C(=O)OCC1=CC=CC=C1 (Phenylmethyl 4-{1-[2-methyl-5-(methyloxy)-4-nitrophenyl]-4-piperidinyl}-1-piperazinecarboxylate). Isolated yield 65.9%. As a reaction SMILES: [CH3:1][O:2][C:3]1[CH:8]=[C:7](F)[C:6]([CH3:10])=[CH:5][C:4]=1[N+:11]([O-:13])=[O:12].C([O-])([O-])=O.[K+].[K+].FC(F)(F)C(O)=O.FC(F)(F)C(O)=O.[NH:34]1[CH2:39][CH2:38][CH:37]([N:40]2[CH2:45][CH2:44][N:43]([C:46]([O:48][CH2:49][C:50]3[CH:55]=[CH:54][CH:53]=[CH:52][CH:51]=3)=[O:47])[CH2:42][CH2:41]2)[CH2:36][CH2:35]1.O>CS(C)=O>[CH3:10][C:6]1[CH:5]=[C:4]([N+:11]([O-:13])=[O:12])[C:3]([O:2][CH3:1])=[CH:8][C:7]=1[N:34]1[CH2:39][CH2:38][CH:37]([N:40]2[CH2:41][CH2:42][N:43]([C:46]([O:48][CH2:49][C:50]3[CH:55]=[CH:54][CH:53]=[CH:52][CH:51]=3)=[O:47])[CH2:44][CH2:45]2)[CH2:36][CH2:35]1 |f:1.2.3,4.5.6|. Reported procedure: 5-Fluoro-4-methyl-2-nitrophenyl methyl ether (2.76 g, 14.9 mmol) was dissolved in DMSO (50 mL), and K2CO3 (10.3 g, 74.5 mmol) and phenylmethyl 4-(4-piperidinyl)-1-piperazinecarboxylate bis(trifluoroacetate) salt (Example 112, step B) (8.0 g, 15 mmol) were added. Reaction was stirred overnight. Poured into H2O and extracted (2×) with EtOAc. Combined organic layers were back-extracted (5×) with H2O and then dried over MgSO4, filtered, concentrated on to silica gel and flash chromatographed to give... Reactants: COC1=NN(C(N1C1=C(C=O)C=CC=C1)=O)C (2-(3-methoxy-1-methyl-5-oxo-1,5-dihydro-[1,2,4]triazol-4-yl)-benzaldehyde), CON=C(C(C)=NN)C1=CC(=CC=C1)C(F)(F)F (2-hydrazono-1-(3-trifluoromethyl-phenyl)-propan-1-one-O-methyl-oxime). Solvent: CO (methanol). Conditions: temperature 5 celsius. Product: COC=1N(C(N(N1)C)=O)C1=C(C=CC=C1)C=NN=C(C(C1=CC(=CC=C1)C(F)(F)F)=NOC)C (5-methoxy-4-(2-{[2-Methoxyimino-1-methyl-2-(3-trifluoromethyl-phenyl)-ethylidene]-hydrazonomethyl}-phenyl)-2-methyl-2,4-dihydro-[1,2,4]triazol-3-one). RXN SMILES: [CH3:1][O:2][C:3]1[N:7]([C:8]2[CH:15]=[CH:14][CH:13]=[CH:12][C:9]=2[CH:10]=O)[C:6](=[O:16])[N:5]([CH3:17])[N:4]=1.[CH3:18][O:19][N:20]=[C:21]([C:26]1[CH:31]=[CH:30][CH:29]=[C:28]([C:32]([F:35])([F:34])[F:33])[CH:27]=1)[C:22](=[N:24][NH2:25])[CH3:23]>CO>[CH3:1][O:2][C:3]1[N:7]([C:8]2[CH:15]=[CH:14][CH:13]=[CH:12][C:9]=2[CH:10]=[N:25][N:24]=[C:22]([CH3:23])[C:21](=[N:20][O:19][CH3:18])[C:26]2[CH:31]=[CH:30][CH:29]=[C:28]([C:32]([F:35])([F:34])[F:33])[CH:27]=2)[C:6](=[O:16])[N:5]([CH3:17])[N:4]=1. Reported procedure: A solution of 1.17 g of 2-(3-methoxy-1-methyl-5-oxo-1,5-dihydro-[1,2,4]triazol-4-yl)-benzaldehyde and 1.43 g of 2-hydrazono-1-(3-trifluoromethyl-phenyl)-propan-1-one-O-methyl-oxime in 10 ml of methanol is held at reflux temperature for 4 hours. After cooling to 5° C., filtration takes place, and the filtrate is concentrated by evaporation on a rotary evaporator. The residue is chromatographed on silica gel using ethyl acetate/hexane (1:1). The title compound is thus obtained as a yellow crystal ... Starting materials: CS(=O)(=O)O, CO, C=C1CSC2C(N)C(=O)N2C1C(=O)O. The product is NC1C(=O)N2C1SCC(O)C2C(=O)O. Reaction SMILES: [CH3:15][S:16]([OH:17])(=[O:18])=[O:19].[CH3:20][OH:21].[NH2:1][CH:2]1[CH:3]2[N:4]([CH:5]([C:10](=[O:11])[OH:12])[C:6](=[CH2:9])[CH2:7][S:8]2)[C:13]1=[O:14]>>[NH2:1][CH:2]1[CH:3]2[N:4]([CH:5]([C:10](=[O:11])[OH:12])[CH:6]([OH:17])[CH2:7][S:8]2)[C:13]1=[O:14]. The reactants are N1C=NC(=C1)CCCOC1=CC=C(C=C1)C(=O)C1CC1 (cyclopropyl 4-(3-(1H-imidazol-4-yl)propyloxy)phenyl ketone), Cl.NO (hydroxylamine hydrochloride). Solvent: C(C)O (ethanol). The product is N1C=NC(=C1)CCCOC1=CC=C(C=C1)C(C1CC1)=NO (Cyclopropyl 4-(3-(1H-imidazol-4-yl)propyloxy)phenyl ketone oxime). RXN SMILES: [NH:1]1[CH:5]=[C:4]([CH2:6][CH2:7][CH2:8][O:9][C:10]2[CH:15]=[CH:14][C:13]([C:16]([CH:18]3[CH2:20][CH2:19]3)=O)=[CH:12][CH:11]=2)[N:3]=[CH:2]1.Cl.[NH2:22][OH:23]>C(O)C>[NH:1]1[CH:5]=[C:4]([CH2:6][CH2:7][CH2:8][O:9][C:10]2[CH:15]=[CH:14][C:13]([C:16](=[N:22][OH:23])[CH:18]3[CH2:20][CH2:19]3)=[CH:12][CH:11]=2)[N:3]=[CH:2]1 |f:1.2|. Procedure: 1.2 mmol of cyclopropyl 4-(3-(1H-imidazol-4-yl)propyloxy)phenyl ketone (Example 61) and 2.4 mmol of hydroxylamine hydrochloride in 20 ml of anhydrous ethanol are heated at 60° C. for 5 hours. The mixture is treated as described in Example 138, but isolated in the form of the free base.